From a dataset of the Open Reaction Database (ORD), a public repository of structured organic reaction records. describe an organic reaction: reactants, conditions, products, and yield Starting materials: FC=1C=C(C=CC1C(F)(F)F)CC(=O)NC1=C2C=CN(C(C2=CC=C1C)=O)[C@@H]1CN(CC1)C(=O)OC(C)(C)C ((S)-tert-butyl 3-(5-(2-(3-fluoro-4-(trifluoromethyl)phenyl)acetamido)-6-methyl-1-oxoisoquinolin-2(1H)-yl)pyrrolidine-1-carboxylate), C(Cl)Cl (methylene chloride), Cl (hydrochloric acid). Solvent: CCOCC (ether). Reaction conditions: temperature 45 celsius, time 3 hour. Yields the product FC=1C=C(C=CC1C(F)(F)F)CC(=O)NC1=C2C=CN(C(C2=CC=C1C)=O)[C@@H]1CNCC1 ((S)-2-(3-fluoro-4-(trifluoromethyl)phenyl)-N-(6-methyl-1-oxo-2-(pyrrolidin-3-yl)-1,2-dihydroisoquinolin-5-yl)acetamide). RXN SMILES: [F:1][C:2]1[CH:3]=[C:4]([CH2:12][C:13]([NH:15][C:16]2[C:25]([CH3:26])=[CH:24][CH:23]=[C:22]3[C:17]=2[CH:18]=[CH:19][N:20]([C@H:28]2[CH2:32][CH2:31][N:30](C(OC(C)(C)C)=O)[CH2:29]2)[C:21]3=[O:27])=[O:14])[CH:5]=[CH:6][C:7]=1[C:8]([F:11])([F:10])[F:9].C(Cl)Cl.Cl>CCOCC>[F:1][C:2]1[CH:3]=[C:4]([CH2:12][C:13]([NH:15][C:16]2[C:25]([CH3:26])=[CH:24][CH:23]=[C:22]3[C:17]=2[CH:18]=[CH:19][N:20]([C@H:28]2[CH2:32][CH2:31][NH:30][CH2:29]2)[C:21]3=[O:27])=[O:14])[CH:5]=[CH:6][C:7]=1[C:8]([F:10])([F:11])[F:9]. Procedure details: A round bottom flask was charged with (S)-tert-butyl 3-(5-(2-(3-fluoro-4-(trifluoromethyl)phenyl)acetamido)-6-methyl-1-oxoisoquinolin-2(1H)-yl)pyrrolidine-1-carboxylate (100.0 mg, 0.0001826 mol), methylene chloride (3 mL, 0.05 mol) and 2M hydrochloric acid in ether (4 mL) was added and the reaction was stirred at 45° C. for 3 hours. The solvent was removed under reduced pressure under reduced pressure and the residue was purified by reverse phase preparative HPLC to afford the product as white s... The reactants are COC(=O)C1=NC=C(N=C1)C(=O)OC (2,5-dimethoxycarbonylpyrazine), CNC[C@H](O)[C@@H](O)[C@H](O)[C@H](O)CO (N-methylglucamine). Run in C(C)O (ethanol). Product: CN(C(=O)C1=NC=C(N=C1)C(=O)N(C[C@@H]([C@H]([C@@H]([C@@H](C)O)O)O)O)C)C[C@@H]([C@H]([C@@H]([C@@H](C)O)O)O)O (N-methyl-N-[(2S,3R,4R,5R)-2,3,4,5-tetrahydroxy-1-hexyl]-N′-methyl-N′-[(2S,3R,4R,5R)-2,3,4,5-tetrahydroxy-1-hexyl]-pyrazine-2,5-dicarboxamide). The yield is 102.0%. RXN SMILES: CO[C:3]([C:5]1[CH:10]=[N:9][C:8]([C:11]([O:13]C)=O)=[CH:7][N:6]=1)=[O:4].[CH3:15][NH:16][CH2:17][C@@H:18]([C@H:20]([C@@H:22]([C@@H:24]([CH2:26]O)[OH:25])[OH:23])[OH:21])[OH:19]>C(O)C>[CH3:15][N:16]([CH2:17][C@H:18]([OH:19])[C@@H:20]([OH:21])[C@H:22]([OH:23])[C@H:24]([OH:25])[CH3:26])[C:11]([C:8]1[CH:7]=[N:6][C:5]([C:3]([N:16]([CH3:15])[CH2:17][C@H:18]([OH:19])[C@@H:20]([OH:21])[C@H:22]([OH:23])[C@H:24]([OH:25])[CH3:26])=[O:4])=[CH:10][N:9]=1)=[O:13]. Procedure: A solution of 392 mg of 2,5-dimethoxycarbonylpyrazine and 780 mg of N-methylglucamine in 5 cm3 of ethanol is heated at a temperature close to the reflux temperature for 3 hours and the reaction mixture is filtered while hot. The white solid is washed with twice 10 cm3 of boiling ethanol. 1000 mg of N-methyl-N-[(2S,3R,4R,5R)-2,3,4,5-tetrahydroxy-1-hexyl]-N′-methyl-N′-[(2S,3R,4R,5R)-2,3,4,5-tetrahydroxy-1-hexyl]-pyrazine-2,5-dicarboxamide are thus obtained in the form of a white solid melting at 1... Reactants: N1C(=NCC1)C1=CC=C(C=C1)CCN (2-[4-(4,5-dihydro-1H-imidazol-2-yl)phenyl]ethanamine), C[Al](C)C (trimethyl aluminium), TEA, COC1=CC(=C(C(=C1)C)S(=O)(=O)N(C)CC1=NOC(=N1)C(=O)OCC)C (Ethyl 3-({[(4-methoxy-2,6-dimethylphenyl)sulfonyl](methyl)amino}methyl)-1,2,4-oxadiazole-5-carboxylate), TEA, ClCCCl (DCE). Solvent: C(Cl)Cl (DCM), C(Cl)Cl (DCM). Reaction conditions: temperature 0 celsius, time 15 minute. Yields the product N1C(=NCC1)C1=CC=C(C=C1)CCNC(=O)C1=NC(=NO1)CN(C)S(=O)(=O)C1=C(C=C(C=C1C)OC)C (N-{2-[4-(4,5-dihydro-1H-imidazol-2-yl)phenyl]ethyl}-3-({[(4-methoxy-2,6-dimethylphenyl)sulfonyl](methyl)amino}methyl)-1,2,4-oxadiazole-5-carboxamide). RXN SMILES: [NH:1]1[CH2:5][CH2:4][N:3]=[C:2]1[C:6]1[CH:11]=[CH:10][C:9]([CH2:12][CH2:13][NH2:14])=[CH:8][CH:7]=1.C[Al](C)C.[CH3:19][O:20][C:21]1[CH:26]=[C:25]([CH3:27])[C:24]([S:28]([N:31]([CH2:33][C:34]2[N:38]=[C:37]([C:39](OCC)=[O:40])[O:36][N:35]=2)[CH3:32])(=[O:30])=[O:29])=[C:23]([CH3:44])[CH:22]=1.ClCCCl>C(Cl)Cl>[NH:3]1[CH2:4][CH2:5][N:1]=[C:2]1[C:6]1[CH:7]=[CH:8][C:9]([CH2:12][CH2:13][NH:14][C:39]([C:37]2[O:36][N:35]=[C:34]([CH2:33][N:31]([S:28]([C:24]3[C:23]([CH3:44])=[CH:22][C:21]([O:20][CH3:19])=[CH:26][C:25]=3[CH3:27])(=[O:30])=[O:29])[CH3:32])[N:38]=2)=[O:40])=[CH:10][CH:11]=1. Procedure: To a stirred solution of 2-[4-(4,5-dihydro-1H-imidazol-2-yl)phenyl]ethanamine (bis TFA salt, 108 mg, 0.26 mmol) in DCM (3 mL) at 0° C. was added trimethyl aluminium (2 M in toluene, 0.13 mL, 0.26 mmol) and the mixture was stirred at 0° C. for 15 min. Ethyl 3-({[(4-methoxy-2,6-dimethylphenyl)sulfonyl](methyl)amino}methyl)-1,2,4-oxadiazole-5-carboxylate (50 mg, 0.13 mmol) was added dropwise as a solution in DCM (2 mL), followed by TEA (0.045 mL, 0.32 mmol). The reaction was stirred at ambient temp...